Dataset: the Open Reaction Database (ORD), a public repository of structured organic reaction records. Task: describe an organic reaction: reactants, conditions, products, and yield Starting materials: ClCC1=CC=C(OCC=2N=C(OC2C)C2=CC=CC=C2)C=C1 (4-(4-chloromethylphenoxy)methyl-5-methyl-2-phenyl-1,3-oxazole), C(C1=CC=CC=C1)N1N=C(C(=C1)C(=O)OCC)O (ethyl 1-benzyl-3-hydroxy-1H-pyrazole-4-carboxylate), C([O-])([O-])=O.[K+].[K+] (potassium carbonate), CN(C=O)C (N,N-dimethylformamide). Solvent: O (Water). Run at temperature 80 celsius, time 15 hour. Yields the product C(C1=CC=CC=C1)N1N=C(C(=C1)C(=O)OCC)OCC1=CC=C(C=C1)OCC=1N=C(OC1C)C1=CC=CC=C1 (ethyl 1-benzyl-3-({4-[(5-methyl-2-phenyl-1,3-oxazol-4-yl)methoxy]benzyl}oxy)-1H-pyrazole-4-carboxylate). The yield is 95.3%. Reaction SMILES: Cl[CH2:2][C:3]1[CH:22]=[CH:21][C:6]([O:7][CH2:8][C:9]2[N:10]=[C:11]([C:15]3[CH:20]=[CH:19][CH:18]=[CH:17][CH:16]=3)[O:12][C:13]=2[CH3:14])=[CH:5][CH:4]=1.[CH2:23]([N:30]1[CH:34]=[C:33]([C:35]([O:37][CH2:38][CH3:39])=[O:36])[C:32]([OH:40])=[N:31]1)[C:24]1[CH:29]=[CH:28][CH:27]=[CH:26][CH:25]=1.C(=O)([O-])[O-].[K+].[K+].CN(C)C=O>O>[CH2:23]([N:30]1[CH:34]=[C:33]([C:35]([O:37][CH2:38][CH3:39])=[O:36])[C:32]([O:40][CH2:2][C:3]2[CH:22]=[CH:21][C:6]([O:7][CH2:8][C:9]3[N:10]=[C:11]([C:15]4[CH:20]=[CH:19][CH:18]=[CH:17][CH:16]=4)[O:12][C:13]=3[CH3:14])=[CH:5][CH:4]=2)=[N:31]1)[C:24]1[CH:25]=[CH:26][CH:27]=[CH:28][CH:29]=1 |f:2.3.4|. Procedure details: A mixture of 4-(4-chloromethylphenoxy)methyl-5-methyl-2-phenyl-1,3-oxazole (2.10 g), ethyl 1-benzyl-3-hydroxy-1H-pyrazole-4-carboxylate (1.50 g), potassium carbonate (0.84 g) and N,N-dimethylformamide (50 mL) was stirred at 80° C. for 15 hrs. Water was poured into the reaction mixture, and the mixture was extracted with ethyl acetate. The ethyl acetate layer was washed with saturated brine, dried over anhydrous magnesium sulfate and concentrated. The residue was subjected to silica gel column ch...